This data is from the Open Reaction Database (ORD), a public repository of structured organic reaction records. The task is: describe an organic reaction: reactants, conditions, products, and yield Reactants: C(C1=CC=CC=C1)OCC=1C(=NC=CC1[C@](CC(=O)O)(CC)O)OC ((R)-3-(3-benzyloxymethyl-2-methoxy-pyridin-4-yl)-3-hydroxy-pentanoic acid), Br (HBr), C(C1=CC=CC=C1)OCC=1C(=NC=CC1[C@](CC(=O)O)(CC)O)OC ((R)-3-(3-benzyloxymethyl-2-methoxy-pyridin-4-yl)-3-hydroxy-pentanoic acid). Run in COCCOC (1,2-dimethoxyethane). Run at temperature 50 celsius, time 15 minute. The product is C(C)[C@]1(CCOCC2=C1C=CNC2)O ((R)-5-ethyl-5-hydroxy-2,5,6,9-tetrahydro-8-oxa-2-aza-benzocycloheptene). The yield is 53.6%. As a reaction SMILES: C(O[CH2:9][C:10]1[C:11](OC)=[N:12][CH:13]=[CH:14][C:15]=1[C@@:16]([OH:23])([CH2:21][CH3:22])[CH2:17][C:18](O)=[O:19])C1C=CC=CC=1.Br>COCCOC>[CH2:21]([C@:16]1([OH:23])[C:15]2[CH:14]=[CH:13][NH:12][CH2:11][C:10]=2[CH2:9][O:19][CH2:18][CH2:17]1)[CH3:22]. Procedure: To a stirred solution of 3.00 g (R)-3-(3-benzyloxymethyl-2-methoxy-pyridin-4-yl)-3-hydroxy-pentanoic acid (8.69 mmol), as obtainable from Example 10, in 11 mL 1,2-dimethoxyethane, were added 2.01 mL aqueous HBr (48%) (17.89 mmol, 2.06 eq). After 15 min at room temperature, the solution was heated to 50° C. After 4 h, the first product crystals appeared. The reaction was monitored by HPLC. After 24 h at 50° C. (<1% area (R)-3-(3-benzyloxymethyl-2-methoxy-pyridin-4-yl)-3-hydroxy-pentanoic acid), t... Starting materials: resultant solution, COC1=C(C(=CC=C1)OC)CC(C)C (1,3-Dimethoxy-2-(iso-butyl)benzene), CCOCC (ether), O (water). Run in C(C)(=O)O (acetic acid), Br (hydrobromic acid). The product is C(C(C)C)C=1C(=C(C=CC1O)C(C)=O)O (3'-(iso-Butyl)-2',4'-dihydroxyacetophenone). RXN SMILES: C[O:2][C:3]1[CH:8]=[CH:7][CH:6]=[C:5]([O:9]C)[C:4]=1[CH2:11][CH:12]([CH3:14])[CH3:13].[CH3:15][CH2:16][O:17]CC.O>C(O)(=O)C.Br>[CH2:11]([C:4]1[C:5]([OH:9])=[C:6]([C:16](=[O:17])[CH3:15])[CH:7]=[CH:8][C:3]=1[OH:2])[CH:12]([CH3:14])[CH3:13]. Procedure details: 1,3-Dimethoxy-2-(iso-butyl)benzene (11.3 g) was dissolved in acetic acid (250 ml) and 48% hydrobromic acid (150 ml). The resultant solution was heated to reflux for 2 days, cooled, and ether and water added. The ether layer was washed with brine (2×), dried over sodium sulfate, filtered and evaporated to dryness. The concentrate was chromatographed by HPLC (column eluted with a gradient of 1 to 10% ethyl acetate in hexane) to yield 3.87 g of the title product. The reactants are [BH3-]C#N, CCC1C=C(C)C(F)C(C)CC(OC)C2OC(O)(C(=O)C(=O)N3CCCCC3C(=O)OC(C(C)=CC3CCC(=O)C(OC)C3)C(C)C(O)CC1=O)C(C)CC2OC, CC(C)O, NCc1ccccc1, [Na+], O. The product is CCC1C=C(C)C(F)C(C)CC(OC)C2OC(O)(C(=O)C(=O)N3CCCCC3C(=O)OC(C(C)=CC3CCC(NCc4ccccc4)C(OC)C3)C(C)C(O)CC1=O)C(C)CC2OC. As a reaction SMILES: [C:66]([BH3-:67])#[N:68].[CH2:1]([CH3:2])[CH:3]1[C:4](=[O:57])[CH2:5][CH:6]([OH:56])[CH:7]([CH3:55])[CH:8]([C:43](=[CH:44][CH:45]2[CH2:46][CH:47]([O:52][CH3:53])[C:48](=[O:51])[CH2:49][CH2:50]2)[CH3:54])[O:9][C:10](=[O:42])[CH:11]2[CH2:12][CH2:13][CH2:14][CH2:15][N:16]2[C:17](=[O:41])[C:18](=[O:40])[C:19]2([OH:39])[CH:20]([CH3:38])[CH2:21][CH:22]([O:36][CH3:37])[CH:23]([CH:24]([O:33][CH3:34])[CH2:25][CH:26]([CH3:32])[CH:27]([F:31])[C:28]([CH3:30])=[CH:29]1)[O:35]2.[CH:71]([OH:72])([CH3:73])[CH3:74].[NH2:58][CH2:59][c:60]1[cH:61][cH:62][cH:63][cH:64][cH:65]1.[Na+:69].[OH2:70]>>[CH2:1]([CH3:2])[CH:3]1[C:4](=[O:57])[CH2:5][CH:6]([OH:56])[CH:7]([CH3:55])[CH:8]([C:43](=[CH:44][CH:45]2[CH2:46][CH:47]([O:52][CH3:53])[CH:48]([NH:58][CH2:59][c:60]3[cH:61][cH:62][cH:63][cH:64][cH:65]3)[CH2:49][CH2:50]2)[CH3:54])[O:9][C:10](=[O:42])[CH:11]2[CH2:12][CH2:13][CH2:14][CH2:15][N:16]2[C:17](=[O:41])[C:18](=[O:40])[C:19]2([OH:39])[CH:20]([CH3:38])[CH2:21][CH:22]([O:36][CH3:37])[CH:23]([CH:24]([O:33][CH3:34])[CH2:25][CH:26]([CH3:32])[CH:27]([F:31])[C:28]([CH3:30])=[CH:29]1)[O:35]2. Starting materials: N1CCCCC1 (piperidine), BrC=1C(OC(CC1O)(C1=CC=CC=C1)C1=CC=CC=C1)=O (3-bromo-5,6-dihydro-4-hydroxy-6,6-diphenyl-2H-pyran-2-one), C(C)(C)C1=C(C=CC=C1)S (2-isopropylbenzenethiol). Run in ClCCl (dichloromethane). Product: OC1=C(C(OC(C1)(C1=CC=CC=C1)C1=CC=CC=C1)=O)SC1=C(C=CC=C1)C(C)C (4-Hydroxy-3-(2-isopropylphenylthio)-5,6-dihydro-6,6-diphenyl-2H-pyran-2-one), solid. RXN SMILES: Br[C:2]1[C:3](=[O:21])[O:4][C:5]([C:15]2[CH:20]=[CH:19][CH:18]=[CH:17][CH:16]=2)([C:9]2[CH:14]=[CH:13][CH:12]=[CH:11][CH:10]=2)[CH2:6][C:7]=1[OH:8].[CH:22]([C:25]1[CH:30]=[CH:29][CH:28]=[CH:27][C:26]=1[SH:31])([CH3:24])[CH3:23].N1CCCCC1>ClCCl>[OH:8][C:7]1[CH2:6][C:5]([C:15]2[CH:20]=[CH:19][CH:18]=[CH:17][CH:16]=2)([C:9]2[CH:14]=[CH:13][CH:12]=[CH:11][CH:10]=2)[O:4][C:3](=[O:21])[C:2]=1[S:31][C:26]1[CH:27]=[CH:28][CH:29]=[CH:30][C:25]=1[CH:22]([CH3:24])[CH3:23]. Reported procedure: The title compound was prepared as described in General Method 6 from 1.0 mmol of 3-bromo-5,6-dihydro-4-hydroxy-6,6-diphenyl-2H-pyran-2-one (prepared in example AAA), 1.05 mmol of 2-isopropylbenzenethiol, and 1.05 mmol of piperidine in 20 mL of dichloromethane. The product was triturated with ether to afford a solid (m.p. 216°-217° C.). 1H NMR (DMSO-d6) δ 1.17 (d, J=6.8 Hz, 6 H), 3.20 (m, 1 H), 3.77 (bs, 2 H), 5.64 (d, 1 H), 6.45 (t, 1 H), 6.92 (t, 1 H), 7.12 (d, 1 H), 7.32 -7.48 (m, 10 H). Reactants: COC([C@@H](N)CC1=CC=C(C=C1)NC(=O)C1=C(C=CC=C1Cl)Cl)=O (4-[[(2,6-dichlorophenyl)carbonyl]amino]-L-phenylalanine methyl ester), CC(C)C1=C(C(=O)O)C(=CC=C1)C(C)C (2,6-bis-(1-methylethyl)benzoic acid). Yields the product COC([C@@H](NC(=O)C1=C(C=CC=C1C(C)C)C(C)C)CC1=CC=C(C=C1)NC(=O)C1=C(C=CC=C1Cl)Cl)=O (4-[[(2,6-Dichlorophenyl)carbonyl]amino]-N-[[2,6-bis-(1-methylethyl)phenyl]carbonyl]-L-phenylalanine methyl ester). Reaction SMILES: [CH3:1][O:2][C:3](=[O:24])[C@H:4]([CH2:6][C:7]1[CH:12]=[CH:11][C:10]([NH:13][C:14]([C:16]2[C:21]([Cl:22])=[CH:20][CH:19]=[CH:18][C:17]=2[Cl:23])=[O:15])=[CH:9][CH:8]=1)[NH2:5].[CH3:25][CH:26]([C:28]1[CH:36]=[CH:35][CH:34]=[C:33]([CH:37]([CH3:39])[CH3:38])[C:29]=1[C:30](O)=[O:31])[CH3:27]>>[CH3:1][O:2][C:3](=[O:24])[C@H:4]([CH2:6][C:7]1[CH:8]=[CH:9][C:10]([NH:13][C:14]([C:16]2[C:21]([Cl:22])=[CH:20][CH:19]=[CH:18][C:17]=2[Cl:23])=[O:15])=[CH:11][CH:12]=1)[NH:5][C:30]([C:29]1[C:28]([CH:26]([CH3:25])[CH3:27])=[CH:36][CH:35]=[CH:34][C:33]=1[CH:37]([CH3:39])[CH3:38])=[O:31]. Procedure: 4-[[(2,6-Dichlorophenyl)carbonyl]amino]-N-[[2,6-bis-(1-methylethyl)phenyl]carbonyl]-L-phenylalanine methyl ester was prepared from 4-[[(2,6-dichlorophenyl)carbonyl]amino]-L-phenylalanine methyl ester and 2,6-bis-(1-methylethyl)benzoic acid using the general procedure described in example 3. LR MS: 555 (M+).